From a dataset of the Open Reaction Database (ORD), a public repository of structured organic reaction records. describe an organic reaction: reactants, conditions, products, and yield The reactants are O (water), CC(=C)C(CC\C(=C/CC\C(=C/COC1OCCCC1)\C)\C)O ((6Z,10Z)-2,6,10-trimethyl-12-[(tetrahydro-2H-pyran-2-yl)oxy]-1,6,10-dodecatrien-3-ol), O (water), C1(=CC=C(C=C1)S(=O)(=O)[O-])C.[NH+]1=CC=CC=C1 (pyridinium p-toluenesulfonate), C([O-])(O)=O.[Na+] (sodium bicarbonate). The solvent is CCOCC (ether), O1CCCC1 (tetrahydrofuran). Product: C=CC(CC\C=C/CC\C=C/CO)O ((6Z,10Z)-1,6,10-dodecatriene-3,12-diol). Reaction SMILES: [CH3:1][C:2]([CH:4]([OH:23])[CH2:5][CH2:6]/[C:7](/C)=[CH:8]\[CH2:9][CH2:10]/[C:11](/C)=[CH:12]\[CH2:13][O:14]C1CCCCO1)=C.O.C1(C)C=CC(S([O-])(=O)=O)=CC=1.[NH+]1C=CC=CC=1.C(=O)(O)[O-].[Na+]>O1CCCC1.CCOCC>[CH2:1]=[CH:2][CH:4]([OH:23])[CH2:5][CH2:6]/[CH:7]=[CH:8]\[CH2:9][CH2:10]/[CH:11]=[CH:12]\[CH2:13][OH:14] |f:2.3,4.5|. Procedure: A solution of 0.5 g (0.0016 mol) of (6Z,10Z)-2,6,10-trimethyl-12-[(tetrahydro-2H-pyran-2-yl)oxy]-1,6,10-dodecatrien-3-ol dissolved in 14.5 ml of tetrahydrofuran and 3.7 ml of water is treated with 167.2 mg (0.4 mol equivalents) of pyridinium p-toluenesulfonate. The solution is boiled at reflux for 17 hours. After cooling 100 ml of water and 300 ml of ether are added thereto. The organic phase is neutralized with sodium bicarbonate solution. After drying and removing the solvent the residue is ch... Starting materials: NC1=NC=CC=C1OCC1=C(C=CC=C1)C (2-amino-3-(2-methylbenzyloxy)pyridine), Cl.C1(=CC=CC=C1)CC(OCC)=N (ethyl phenylacetimidate hydrochloride). Run in C(C)O (ethanol), C(Cl)(Cl)Cl (chloroform). Yields the product Cl.CC1=C(COC=2C(=NC=CC2)NC(CC2=CC=CC=C2)=N)C=CC=C1 (N-(3-(2-Methylbenzyloxy)-2-pyridyl)phenylacetamidine hydrochloride). The yield is 9.5%. RXN SMILES: [NH2:1][C:2]1[C:7]([O:8][CH2:9][C:10]2[CH:15]=[CH:14][CH:13]=[CH:12][C:11]=2[CH3:16])=[CH:6][CH:5]=[CH:4][N:3]=1.[ClH:17].[C:18]1([CH2:24][C:25](=[NH:29])OCC)[CH:23]=[CH:22][CH:21]=[CH:20][CH:19]=1>C(O)C.C(Cl)(Cl)Cl>[ClH:17].[CH3:16][C:11]1[CH:12]=[CH:13][CH:14]=[CH:15][C:10]=1[CH2:9][O:8][C:7]1[C:2]([NH:1][C:25](=[NH:29])[CH2:24][C:18]2[CH:23]=[CH:22][CH:21]=[CH:20][CH:19]=2)=[N:3][CH:4]=[CH:5][CH:6]=1 |f:1.2,5.6|. Reported procedure: A mixture of 2-amino-3-(2-methylbenzyloxy)pyridine (5.2 g, 24.2 mmol) and ethyl phenylacetimidate hydrochloride (5.32 g, 26.7 mmol) in ethanol (80 ml) was heated under reflux for 2 hours. Evaporation of the solvent gave an oil which was taken up in chloroform, filtered to remove an insoluble white solid, and purified by flash chromatography (chloroform/methanol) to obtain the product (0.85 g), m.p. 175°-178° C. The reactants are ClC=1C(=NN(C1C(F)(F)F)C)C=1C(=CC(=C(C1)N(CCC)C)[N+](=O)[O-])F (5-(4-chloro-1-methyl-5-(trifluoromethyl)-1H-pyrazol-3-yl)-4-fluoro-N-methyl-2-nitro-N-propylbenzenamine). Run in C(C)(=O)O (acetic acid). Conditions: temperature 80 celsius, time 30 minute. The product is ClC=1C(=NN(C1C(F)(F)F)C)C1=C(C=C(C(=C1)N(CCC)C)N)F (5-(4-chloro-1-methyl-5-(trifluoromethyl)-1H-pyrazol-3-yl)-4-fluoro-N-methyl-N-propyl-1,2-benzenediamine). Yield: 81.2%. Reaction SMILES: [Cl:1][C:2]1[C:3]([C:12]2[C:13]([F:26])=[CH:14][C:15]([N+:23]([O-])=O)=[C:16]([N:18]([CH3:22])[CH2:19][CH2:20][CH3:21])[CH:17]=2)=[N:4][N:5]([CH3:11])[C:6]=1[C:7]([F:10])([F:9])[F:8]>C(O)(=O)C>[Cl:1][C:2]1[C:3]([C:12]2[CH:17]=[C:16]([N:18]([CH3:22])[CH2:19][CH2:20][CH3:21])[C:15]([NH2:23])=[CH:14][C:13]=2[F:26])=[N:4][N:5]([CH3:11])[C:6]=1[C:7]([F:10])([F:8])[F:9]. Procedure: A solution of 5.2 g (0.013 mole) 5-(4-chloro-1-methyl-5-(trifluoromethyl)-1H-pyrazol-3-yl)-4-fluoro-N-methyl-2-nitro-N-propylbenzenamine in 100 mL acetic acid was heated to 80° C. under a nitrogen atmosphere. The heat and nitrogen were removed and 2.2 g (0.039) mole iron powder was added in 3 portions over 5 min. The solution was stirred at 80° C. for an additional 30 min. The solution was cooled and filtered through Celite®. The filtrate was diluted with 100 mL water and extracted three times w... The reactants are FC1=CC=C(C=C1)N1CCN(CC1)C(C(CC1=CC=CC=C1)NC(OC(C)(C)C)=O)=O (1,1-dimethylethyl 2-(4-(4-fluorophenyl)-1-piperazinyl)-2-oxo-1-(phenylmethyl)ethylcarbamate), C(C)(=O)OCC (ethyl acetate), Cl.C(C)(=O)OCC (HCl ethyl acetate). Run at time 8 hour. Yields the product Cl.NC(C(=O)N1CCN(CC1)C1=CC=C(C=C1)F)CC1=CC=CC=C1 (1-(2-amino-1-oxo-3-phenylpropyl)-4-(4-fluorophenyl)piperazine hydrochloride). The yield is 96.1%. As a reaction SMILES: [F:1][C:2]1[CH:7]=[CH:6][C:5]([N:8]2[CH2:13][CH2:12][N:11]([C:14](=[O:31])[CH:15]([NH:23]C(=O)OC(C)(C)C)[CH2:16][C:17]3[CH:22]=[CH:21][CH:20]=[CH:19][CH:18]=3)[CH2:10][CH2:9]2)=[CH:4][CH:3]=1.C(OCC)(=O)C.[ClH:38].C(OCC)(=O)C>>[ClH:38].[NH2:23][CH:15]([CH2:16][C:17]1[CH:22]=[CH:21][CH:20]=[CH:19][CH:18]=1)[C:14]([N:11]1[CH2:10][CH2:9][N:8]([C:5]2[CH:6]=[CH:7][C:2]([F:1])=[CH:3][CH:4]=2)[CH2:13][CH2:12]1)=[O:31] |f:2.3,4.5|. Procedure details: To a solution of 1,1-dimethylethyl 2-(4-(4-fluorophenyl)-1-piperazinyl)-2-oxo-1-(phenylmethyl)ethylcarbamate (2.7 g, 6.3 mmol) in ethyl acetate (20 mmol) under ice-cooling was dropwise added 4N HCl/ethyl acetate (20 ml), and the mixture was stirred at room temperature overnight. The resulting crystals were recovered by filtration and recrystallized from ethanol-diethyl ether to give 1-(2-amino-1-oxo-3-phenylpropyl)-4-(4-fluorophenyl)piperazine hydrochloride (2.2 g, 96.1%) as pale-yellow crystals... Starting materials: FC=1C(=NC(=NC1)NC1=CC(=C(C(=C1)OC)OC)OC)NC=1C=CC=2OC(C(NC2N1)=O)(C)C (6-[[5-Fluoro-2-(3,4,5-trimethoxyanilino)pyrimidin-4-yl]amino]-2,2-dimethyl-4H-pyrido[3,2-b][1,4]oxazin-3-one), C([O-])([O-])=O.[K+].[K+] (potassium carbonate), O (water), P(=O)(OC(C)(C)C)(OC(C)(C)C)OCCl (ditert-butyl chloromethyl phosphate), P(=O)(OC(C)(C)C)(OC(C)(C)C)OCCl (ditert-butyl chloromethyl phosphate). Reagents/catalysts: [Cl-].C(CCC)[N+](CCCC)(CCCC)CCCC (tetra-n-butylammonium chloride). Run in CN(C(C)=O)C (N,N-dimethylacetamide), C(C)(=O)OC(C)C (isopropyl acetate), C(C)(=O)OC(C)C (Isopropyl acetate). Run at temperature 40 celsius. Product: P(=O)(OC(C)(C)C)(OC(C)(C)C)OCN1C2=C(OC(C1=O)(C)C)C=CC(=N2)NC2=NC(=NC=C2F)NC2=CC(=C(C(=C2)OC)OC)OC (ditert-butyl [6-[[5-fluoro-2-(3,4,5-trimethoxyanilino)pyrimidin-4-yl]amino]-2,2-dimethyl-3-oxo-pyrido[3,2-b][1,4]oxazin-4-yl]methyl phosphate). Reaction SMILES: [F:1][C:2]1[C:3]([NH:21][C:22]2[CH:23]=[CH:24][C:25]3[O:26][C:27]([CH3:34])([CH3:33])[C:28](=[O:32])[NH:29][C:30]=3[N:31]=2)=[N:4][C:5]([NH:8][C:9]2[CH:14]=[C:13]([O:15][CH3:16])[C:12]([O:17][CH3:18])=[C:11]([O:19][CH3:20])[CH:10]=2)=[N:6][CH:7]=1.C(=O)([O-])[O-].[K+].[K+].[P:41]([O:53][CH2:54]Cl)([O:48][C:49]([CH3:52])([CH3:51])[CH3:50])([O:43][C:44]([CH3:47])([CH3:46])[CH3:45])=[O:42].O>[Cl-].C([N+](CCCC)(CCCC)CCCC)CCC.CN(C)C(=O)C.C(OC(C)C)(=O)C>[P:41]([O:53][CH2:54][N:29]1[C:28](=[O:32])[C:27]([CH3:34])([CH3:33])[O:26][C:25]2[CH:24]=[CH:23][C:22]([NH:21][C:3]3[C:2]([F:1])=[CH:7][N:6]=[C:5]([NH:8][C:9]4[CH:14]=[C:13]([O:15][CH3:16])[C:12]([O:17][CH3:18])=[C:11]([O:19][CH3:20])[CH:10]=4)[N:4]=3)=[N:31][C:30]1=2)([O:43][C:44]([CH3:47])([CH3:46])[CH3:45])([O:48][C:49]([CH3:50])([CH3:51])[CH3:52])=[O:42] |f:1.2.3,6.7|. Procedure: A mixture of 6-[[5-Fluoro-2-(3,4,5-trimethoxyanilino)pyrimidin-4-yl]amino]-2,2-dimethyl-4H-pyrido[3,2-b][1,4]oxazin-3-one (Step B) (382 kg, 1.00 mol eq), tetra-n-butylammonium chloride (57.5 kg, 0.25 mol eq) and potassium carbonate (252 kg, 2.25 mol eq) in N,N-dimethylacetamide (1792 kg) is warmed to about 40° C. with stirring. To this is added a solution of ditert-butyl chloromethyl phosphate (Example 2) in isopropyl acetate (229 kg ditert-butyl chloromethyl phosphate, 1.10 mol eq, about 25% w/... Reactants: COC(=O)c1cc(C(=O)N(C)C)cc(-c2cnc3c(c2)c(-c2ccccc2OC)nn3COCC[Si](C)(C)C)c1, [Li+], [OH-], O. Yields the product COc1ccccc1-c1nn(COCC[Si](C)(C)C)c2ncc(-c3cc(C(=O)O)cc(C(=O)N(C)C)c3)cc12. As a reaction SMILES: [CH3:3][O:4][C:5]([c:6]1[cH:7][c:8]([C:9](=[O:10])[N:11]([CH3:12])[CH3:13])[cH:14][c:15](-[c:17]2[cH:18][c:19]3[c:20]([n:21][cH:22]2)[n:23]([CH2:34][O:35][CH2:36][CH2:37][Si:38]([CH3:39])([CH3:40])[CH3:41])[n:24][c:25]3-[c:26]2[c:27]([O:32][CH3:33])[cH:28][cH:29][cH:30][cH:31]2)[cH:16]1)=[O:42].[Li+:1].[OH-:2].[OH2:43]>>[O:4]=[C:5]([c:6]1[cH:7][c:8]([C:9](=[O:10])[N:11]([CH3:12])[CH3:13])[cH:14][c:15](-[c:17]2[cH:18][c:19]3[c:20]([n:21][cH:22]2)[n:23]([CH2:34][O:35][CH2:36][CH2:37][Si:38]([CH3:39])([CH3:40])[CH3:41])[n:24][c:25]3-[c:26]2[c:27]([O:32][CH3:33])[cH:28][cH:29][cH:30][cH:31]2)[cH:16]1)[OH:42]. Reported procedure: 5-Ethynyl-2,8-dimethyl-2,3,4,5-tetrahydro-1H-pyrido[4,3-b]indole (285 mg, 0.00127 mol) and 5-bromo-2-methoxy-pyridine (200 mg, 0.001063 mol), dichlorobistriphenylphosphine palladium (II) (20 mg, 0.0000285 mol) and TBAF.3H2O (1 g, 0.00317 mol) were charged in a microwave tube. The reaction mixture was heated at 80° C. for 5 min in microwave. It was then cooled to RT. The reaction was monitored by TLC and LCMS. The reaction mixture was diluted with water (100 mL) and the compound extracted with Et... Solvent: O (water). Run at temperature 80 celsius. Product: F\C(=C/N1C2=C(C=3C=C(C=CC13)C)CN(CC2)C)\C=2C=NC(=CC2)OC ((Z)-5-(2-fluoro-2-(6-methoxypyridin-3-yl)vinyl)-2,8-dimethyl-2,3,4,5-tetrahydro-1H-pyrido[4,3-b]indole). RXN SMILES: [C:1]([N:3]1[C:11]2[CH:10]=[CH:9][C:8]([CH3:12])=[CH:7][C:6]=2[C:5]2[CH2:13][N:14]([CH3:17])[CH2:15][CH2:16][C:4]1=2)#[CH:2].Br[C:19]1[CH:20]=[CH:21][C:22]([O:25][CH3:26])=[N:23][CH:24]=1.CCCC[N+](CCCC)(CCCC)CCCC.[F-:44]>O>[F:44]/[C:2](/[C:19]1[CH:24]=[N:23][C:22]([O:25][CH3:26])=[CH:21][CH:20]=1)=[CH:1]\[N:3]1[C:11]2[CH:10]=[CH:9][C:8]([CH3:12])=[CH:7][C:6]=2[C:5]2[CH2:13][N:14]([CH3:17])[CH2:15][CH2:16][C:4]1=2 |f:2.3|. Starting materials: C(#C)N1C2=C(C=3C=C(C=CC13)C)CN(CC2)C (5-Ethynyl-2,8-dimethyl-2,3,4,5-tetrahydro-1H-pyrido[4,3-b]indole), CCCC[N+](CCCC)(CCCC)CCCC.[F-] (TBAF), BrC=1C=CC(=NC1)OC (5-bromo-2-methoxy-pyridine), dichlorobistriphenylphosphine palladium (II). The yield is 35.0%. Procedure details: Prepared using General Procedures 2 and 8: To a stirring solution of 4-(hexyloxy)benzoic acid (26 mg, 0.119 mmol) in DCM (0.5 mL) were added DMF (1 drop) and oxalyl chloride (0.011 mL, 0.127 mmol). The reaction mixture was stirred at room temperature for 30 min. To this mixture was added a solution of tert-butyl 2-(N-(4-hydroxybenzyl)-4-(2-(4-methoxyphenyl)acetamido)benzamido)acetate INT-7 (40 mg, 0.079 mmol) and TEA (0.022 mL, 0.159 mmol) in DCM (1 mL). The reaction was stirred at room temperat... Product: C(CCCCC)OC1=CC=C(C(=O)OC2=CC=C(CN(C(C3=CC=C(C=C3)NC(CC3=CC=C(C=C3)OC)=O)=O)CC(=O)O)C=C2)C=C1 (2-(N-(4-((4-(hexyloxy)benzoyl)oxy)benzyl)-4-(2-(4-methoxyphenyl)acetamido)benzamido) acetic acid). Reagents/catalysts: CN(C)C=O (DMF). Conditions: time 30 minute. Reaction SMILES: [CH2:1]([O:7][C:8]1[CH:16]=[CH:15][C:11]([C:12]([OH:14])=[O:13])=[CH:10][CH:9]=1)[CH2:2][CH2:3][CH2:4][CH2:5][CH3:6].C(Cl)(=O)C(Cl)=O.O[C:24]1[CH:59]=[CH:58][C:27]([CH2:28][N:29]([CH2:50][C:51]([O:53]C(C)(C)C)=[O:52])[C:30](=[O:49])[C:31]2[CH:36]=[CH:35][C:34]([NH:37][C:38](=[O:48])[CH2:39][C:40]3[CH:45]=[CH:44][C:43]([O:46][CH3:47])=[CH:42][CH:41]=3)=[CH:33][CH:32]=2)=[CH:26][CH:25]=1.C(O)(C(F)(F)F)=O>C(Cl)Cl.CN(C=O)C>[CH2:1]([O:7][C:8]1[CH:9]=[CH:10][C:11]([C:12]([O:14][C:24]2[CH:59]=[CH:58][C:27]([CH2:28][N:29]([CH2:50][C:51]([OH:53])=[O:52])[C:30](=[O:49])[C:31]3[CH:32]=[CH:33][C:34]([NH:37][C:38](=[O:48])[CH2:39][C:40]4[CH:45]=[CH:44][C:43]([O:46][CH3:47])=[CH:42][CH:41]=4)=[CH:35][CH:36]=3)=[CH:26][CH:25]=2)=[O:13])=[CH:15][CH:16]=1)[CH2:2][CH2:3][CH2:4][CH2:5][CH3:6]. Starting materials: C(CCCCC)OC1=CC=C(C(=O)O)C=C1 (4-(hexyloxy)benzoic acid), C(C(=O)Cl)(=O)Cl (oxalyl chloride), TEA, C(=O)(C(F)(F)F)O (TFA), OC1=CC=C(CN(C(C2=CC=C(C=C2)NC(CC2=CC=C(C=C2)OC)=O)=O)CC(=O)OC(C)(C)C)C=C1 (tert-butyl 2-(N-(4-hydroxybenzyl)-4-(2-(4-methoxyphenyl)acetamido)benzamido)acetate). The solvent is C(Cl)Cl (DCM), C(Cl)Cl (DCM).